This data is from the Open Reaction Database (ORD), a public repository of structured organic reaction records. The task is: describe an organic reaction: reactants, conditions, products, and yield The reactants are CCCCCCC(=O)Cl, C=CCCCCCCCCOC(=O)CC(=O)OCCCCCCCCC=C, [H-], [Na+]. Yields the product C=CCCCCCCCCOC(=O)C(C(=O)CCCCCC)C(=O)OCCCCCCCCC=C. As a reaction SMILES: [C:28]([CH2:29][CH2:30][CH2:31][CH2:32][CH2:33][CH3:34])(=[O:35])[Cl:36].[CH2:1]([CH2:2][CH2:3][CH2:4][CH2:5][CH2:6][CH2:7][CH2:8][CH:9]=[CH2:10])[O:11][C:12]([CH2:13][C:14](=[O:15])[O:16][CH2:17][CH2:18][CH2:19][CH2:20][CH2:21][CH2:22][CH2:23][CH2:24][CH:25]=[CH2:26])=[O:27].[H-:37].[Na+:38]>>[CH2:1]([CH2:2][CH2:3][CH2:4][CH2:5][CH2:6][CH2:7][CH2:8][CH:9]=[CH2:10])[O:11][C:12]([CH:13]([C:14](=[O:15])[O:16][CH2:17][CH2:18][CH2:19][CH2:20][CH2:21][CH2:22][CH2:23][CH2:24][CH:25]=[CH2:26])[C:28]([CH2:29][CH2:30][CH2:31][CH2:32][CH2:33][CH3:34])=[O:35])=[O:27].